Dataset: the Open Reaction Database (ORD), a public repository of structured organic reaction records. Task: describe an organic reaction: reactants, conditions, products, and yield Reactants: CCOC(C)=O, CC#N, Cl, c1ccc2c(N3CCNCC3)nsc2c1, O=C(O)c1cc([N+](=O)[O-])ccc1N1CCOCC1. Product: O=C(c1cc([N+](=O)[O-])ccc1N1CCOCC1)N1CCN(c2nsc3ccccc23)CC1. Reaction SMILES: [CH3:35][CH2:36][O:37][C:38](=[O:39])[CH3:40].[CH3:41][C:42]#[N:43].[ClH:19].[N:20]1([c:26]2[n:27][s:28][c:29]3[c:30]2[cH:31][cH:32][cH:33][cH:34]3)[CH2:21][CH2:22][NH:23][CH2:24][CH2:25]1.[O:1]1[CH2:2][CH2:3][N:4]([c:7]2[c:8]([C:9](=[O:10])[OH:11])[cH:12][c:13]([N+:16](=[O:17])[O-:18])[cH:14][cH:15]2)[CH2:5][CH2:6]1>>[O:1]1[CH2:2][CH2:3][N:4]([c:7]2[c:8]([C:9](=[O:11])[N:23]3[CH2:22][CH2:21][N:20]([c:26]4[n:27][s:28][c:29]5[c:30]4[cH:31][cH:32][cH:33][cH:34]5)[CH2:25][CH2:24]3)[cH:12][c:13]([N+:16](=[O:17])[O-:18])[cH:14][cH:15]2)[CH2:5][CH2:6]1. The reactants are O=C(CBr)c1ccccc1, Cc1ncc2c(n1)NC(=O)NC2, CCO. The product is [Br-], Cc1nc2c(c[n+]1CC(=O)c1ccccc1)CNC(=O)N2. As a reaction SMILES: [Br:13][CH2:14][C:15](=[O:16])[c:17]1[cH:18][cH:19][cH:20][cH:21][cH:22]1.[CH3:1][c:2]1[n:3][cH:4][c:5]2[c:6]([n:12]1)[NH:7][C:8](=[O:11])[NH:9][CH2:10]2.[CH3:23][CH2:24][OH:25]>>[Br-:13].[CH3:1][c:2]1[n+:3]([CH2:14][C:15](=[O:16])[c:17]2[cH:18][cH:19][cH:20][cH:21][cH:22]2)[cH:4][c:5]2[c:6]([n:12]1)[NH:7][C:8](=[O:11])[NH:9][CH2:10]2.